Dataset: the Open Reaction Database (ORD), a public repository of structured organic reaction records. Task: describe an organic reaction: reactants, conditions, products, and yield Reactants: CC#N, Cl, CCOC(=O)C1(N(C)c2c(F)c(Oc3cccc(C4=NCCN4C)c3)nc(Oc3cc(C(=N)N)ccc3O)c2F)CCCC1, O=C(O)C(F)(F)F. As a reaction SMILES: [CH3:46][C:47]#[N:48].[ClH:45].[OH:1][c:2]1[c:3]([O:11][c:12]2[n:13][c:14]([O:32][c:33]3[cH:34][c:35]([C:39]4=[N:43][CH2:42][CH2:41][N:40]4[CH3:44])[cH:36][cH:37][cH:38]3)[c:15]([F:31])[c:16]([N:19]([C:20]3([C:25](=[O:26])[O:27][CH2:28][CH3:29])[CH2:21][CH2:22][CH2:23][CH2:24]3)[CH3:30])[c:17]2[F:18])[cH:4][c:5]([C:6](=[NH:7])[NH2:8])[cH:9][cH:10]1.[OH:49][C:50]([C:51]([F:52])([F:53])[F:54])=[O:55]>>[OH:1][c:2]1[c:3]([O:11][c:12]2[n:13][c:14]([O:32][c:33]3[cH:34][c:35]([C:39]4=[N:43][CH2:42][CH2:41][N:40]4[CH3:44])[cH:36][cH:37][cH:38]3)[c:15]([F:31])[c:16]([N:19]([C:20]3([C:25](=[O:26])[OH:27])[CH2:21][CH2:22][CH2:23][CH2:24]3)[CH3:30])[c:17]2[F:18])[cH:4][c:5]([C:6](=[NH:7])[NH2:8])[cH:9][cH:10]1. Yields the product CN1CCN=C1c1cccc(Oc2nc(Oc3cc(C(=N)N)ccc3O)c(F)c(N(C)C3(C(=O)O)CCCC3)c2F)c1. Starting materials: [Na] (sodium), C(C)SC[C@@H]([C@H]([C@@H](C(=O)O)NC)O)C ((2S,3R,4R)-5-(ethylthio)-3-hydroxy-4-methyl-2-(methylamino)-pentanoic acid), O[C@@H](C(C#N)NC)[C@@H](CSC)C ((2RS,3R,4S)-3-Hydroxy-4-methyl-2-(methylamino)-5-(methylthio)pentanenitrile), [K] (potassium), [Na] (sodium), [Cl-].[NH4+] (ammonium chloride). Yields the product N[C@H](C(=O)O)[C@@H]([C@@H](CSC)C)O ((2S,3R,4S)-2-amino-3-hydroxy- 4-methyl-5-(methylthio)-pentanoic acid). As a reaction SMILES: [Na].[K].[CH2:3]([S:5][CH2:6][C@H:7]([CH3:16])[C@@H:8]([OH:15])[C@H:9]([NH:13]C)[C:10]([OH:12])=[O:11])C.O[C@H]([C@H](C)CSC)C(NC)C#N.[Cl-].[NH4+]>>[NH2:13][C@@H:9]([C@H:8]([OH:15])[C@H:7]([CH3:16])[CH2:6][S:5][CH3:3])[C:10]([OH:12])=[O:11] |f:4.5,^1:0,1|. Procedure details: For example, when sodium (or potassium) ethylmercaptide was used in place of the sodium methylmercaptide in Step A, one obtained (2S,3R,4R)-5-(ethylthio)-3-hydroxy-4-methyl-2-(methylamino)-pentanoic acid. Likewise, when the methylamine hydrochloride of Step H was replaced by ammonium chloride, (2S,3R,4S)-2-amino-3-hydroxy- 4-methyl-5-(methylthio)-pentanoic acid was obtained, and when ethylamine hydrochloride was used, (2A,3R,4S)-2-(ethylamino)-3-hydroxy-4-methyl-5-(methylthio) pentanoic acid was...